This data is from the Open Reaction Database (ORD), a public repository of structured organic reaction records. The task is: describe an organic reaction: reactants, conditions, products, and yield Starting materials: [OH-].[Na+] (NaOH), COC(=O)C1=CC=C(CNC(NC2=C(SC=C2)C(=O)OC)=O)C=C1 (Methyl 3-[3-(4-methoxycarbonyl-benzyl)-ureido]-thiophene-2-carboxylate), O (Water). The solvent is CO (MeOH). Run at temperature 60 celsius. The product is O=C1N(C(C2=C(N1)C=CS2)=O)CC2=CC=C(C(=O)O)C=C2 (4-(2,4-Dioxo-1,4-dihydro-2H-thieno[3,2-d]pyrimidin-3-ylmethyl)-benzoic acid). Yield: 95.1%. RXN SMILES: C[O:2][C:3]([C:5]1[CH:24]=[CH:23][C:8]([CH2:9][NH:10][C:11](=[O:22])[NH:12][C:13]2[CH:17]=[CH:16][S:15][C:14]=2[C:18](OC)=[O:19])=[CH:7][CH:6]=1)=[O:4].[OH-].[Na+].O>CO>[O:22]=[C:11]1[NH:12][C:13]2[CH:17]=[CH:16][S:15][C:14]=2[C:18](=[O:19])[N:10]1[CH2:9][C:8]1[CH:23]=[CH:24][C:5]([C:3]([OH:2])=[O:4])=[CH:6][CH:7]=1 |f:1.2|. Procedure details: To a suspension of 253 (422 mg, 1.21 mmol) in MeOH (15 ml) was added NaOH (145 mg, 3.63 mmol). The reaction mixture was heated at 60° C. during 16 h. Water (1 ml) was then added and the reaction mixture was stirred for 1 more hour. The solvent was evaporated and the residue was dissolved in water and acidified to pH 5 with HCl 1M. The precipitate was filtered to afford the desired compound 254 (348 mg, 95%) as a white solid. LRMS: 302.0 (Calc.); 303.0 (found). The reactants are N1=C(C=CC=C1)CC(=O)OC (methyl 2-pyridylacetate), N(=O)[O-].[Na+] (sodium nitrite), C(O)([O-])=O.[Na+] (sodium hydrogencarbonate). Run in C(C)(=O)O (acetic acid). Conditions: time 30 minute. Product: COC(C(C1=NC=CC=C1)=NO)=O (methyl(hydroxyimino)(2-pyridyl)acetate). The yield is 82.6%. As a reaction SMILES: [N:1]1[CH:6]=[CH:5][CH:4]=[CH:3][C:2]=1[CH2:7][C:8]([O:10][CH3:11])=[O:9].[N:12]([O-])=[O:13].[Na+].C(=O)([O-])O.[Na+]>C(O)(=O)C>[CH3:11][O:10][C:8](=[O:9])[C:7](=[N:12][OH:13])[C:2]1[CH:3]=[CH:4][CH:5]=[CH:6][N:1]=1 |f:1.2,3.4|. Procedure details: To a solution of methyl 2-pyridylacetate (3.78 g) in acetic acid (15 mL) was added dropwise an aqueous solution (5 mL) of sodium nitrite (1.75 g) under ice-cooling, and the mixture was stirred at room temperature for 30 minutes. The reaction mixture was neutralized with an aqueous sodium hydrogencarbonate solution, and the mixture was extracted with ethyl acetate. The organic layer was washed with brine, dried over magnesium sulfate and filtered. The filtrate was concentrated in vacuo, and the r... The reactants are N1=C(C=CC2=CC=CC=C12)N1CC(C1)O (1-(quinolin-2-yl)azetidin-3-ol), [H-].[Na+] (sodium hydride), ClC=1N=NC(=CC1N1CCC(CC1)C(C)=O)Cl (1-(1-(3,6-dichloropyridazin-4-yl)piperidin-4-yl)ethanone). Solvent: O (water), CN(C)C=O (DMF). Reaction conditions: time 10 minute. The product is ClC1=CC(=C(N=N1)OC1CN(C1)C1=NC2=CC=CC=C2C=C1)N1CCC(CC1)C(C)=O (1-(1-(6-CHLORO-3-((1-(QUINOLIN-2-YL)AZETIDIN-3-YL)OXY)PYRIDAZIN-4-YL)PIPERIDIN-4-YL)ETHANONE). Yield: 68.4%. As a reaction SMILES: [N:1]1[C:10]2[C:5](=[CH:6][CH:7]=[CH:8][CH:9]=2)[CH:4]=[CH:3][C:2]=1[N:11]1[CH2:14][CH:13]([OH:15])[CH2:12]1.[H-].[Na+].Cl[C:19]1[N:20]=[N:21][C:22]([Cl:34])=[CH:23][C:24]=1[N:25]1[CH2:30][CH2:29][CH:28]([C:31](=[O:33])[CH3:32])[CH2:27][CH2:26]1>CN(C=O)C.O>[Cl:34][C:22]1[N:21]=[N:20][C:19]([O:15][CH:13]2[CH2:12][N:11]([C:2]3[CH:3]=[CH:4][C:5]4[C:10](=[CH:9][CH:8]=[CH:7][CH:6]=4)[N:1]=3)[CH2:14]2)=[C:24]([N:25]2[CH2:30][CH2:29][CH:28]([C:31](=[O:33])[CH3:32])[CH2:27][CH2:26]2)[CH:23]=1 |f:1.2|. Procedure details: To a solution of 1-(quinolin-2-yl)azetidin-3-ol (see PREPARATION P1.2, step 1; 0.78 g, 3.8 mmol) in DMF (20 mL) at room temperature was added sodium hydride (60% wt in mineral oil) (0.18 g, 7.6 mmol). The mixture was stirred at room temperature for 10 min and then 1-(1-(3,6-dichloropyridazin-4-yl)piperidin-4-yl)ethanone (1.0 g, 3.8 mmol) was added. The reaction mixture was stirred at room temperature for 1 hour and then diluted with water (20 mL) and extracted with EtOAc (2×30 mL). The combined ... As a reaction SMILES: [CH3:1][Si:2]([CH3:30])([CH3:29])[CH2:3][CH2:4][O:5][CH2:6][N:7]1[C:11]2[N:12]=[CH:13][N:14]=[C:15]([N:16]3[CH2:20][CH2:19][C@@H:18]([NH:21][C:22](=O)OC(C)(C)C)[CH2:17]3)[C:10]=2[CH:9]=[CH:8]1.ClC1[CH:39]=[CH:38][C:35]([C:36]#[N:37])=[CH:34][N:33]=1.CCN(C(C)C)C(C)C>Cl.O>[CH3:29][Si:2]([CH3:30])([CH3:1])[CH2:3][CH2:4][O:5][CH2:6][N:7]1[C:11]2[N:12]=[CH:13][N:14]=[C:15]([N:16]3[CH2:20][CH2:19][C@@H:18]([NH:21][C:22]4[CH:39]=[CH:38][C:35]([C:36]#[N:37])=[CH:34][N:33]=4)[CH2:17]3)[C:10]=2[CH:9]=[CH:8]1. Reactants: ClC1=NC=C(C#N)C=C1 (6-chloronicotinonitrile), CCN(C(C)C)C(C)C (DIPEA), C[Si](CCOCN1C=CC2=C1N=CN=C2N2C[C@@H](CC2)NC(OC(C)(C)C)=O)(C)C ((R)-tert-butyl 1-(7-((2-(trimethylsilyl)ethoxy)methyl)-7H-pyrrolo[2,3-d]pyrimidin-4-yl)pyrrolidin-3-ylcarbamate). Reported procedure: A solution of (R)-tert-butyl 1-(7-((2-(trimethylsilyl)ethoxy)methyl)-7H-pyrrolo[2,3-d]pyrimidin-4-yl)pyrrolidin-3-ylcarbamate (700 mg, 1.61 mmol) in HCl (in MeOH, 6 N, 5 mL) was stirred at ambient temperature for 3 hours. The volatiles were removed under reduced pressure. The residue was dissolved in DMSO (3 mL). 6-chloronicotinonitrile (323 mg, 2.41 mmol), KI (10 mg, 0.06 mmol) and DIPEA (311 mg, 2.41 mmol) were then added. The reaction mixture was stirred at 120° C. for 14 h, cooled to ambient... The solvent is O (H2O), Cl (HCl). Run at temperature 120 celsius, time 14 hour. Yields the product C[Si](CCOCN1C=CC2=C1N=CN=C2N2C[C@@H](CC2)NC2=NC=C(C#N)C=C2)(C)C ((R)-6-(1-(7-((2-(trimethylsilyl)ethoxy)methyl)-7H-pyrrolo[2,3-d]pyrimidin-4-yl)pyrrolidin-3-ylamino)nicotinonitrile). Starting materials: O (water), FCC(C#C)(O)CF (1-fluoro-2-fluoromethyl-3-butyn-2-ol), C1(=CC=C(C=C1)S(=O)(=O)Cl)C (p-toluenesulfonyl chloride), [H-].[Na+] (sodium hydride). The solvent is O1CCCC1 (tetrahydrofuran). Run at time 5 hour. The product is C1(=CC=C(C=C1)S(=O)(=O)OC(CF)(C#C)CF)C (1-Fluoro-2-fluoromethyl-3-butyn-2-yl p-Toluenesulfonate). The yield is 81.2%. As a reaction SMILES: [F:1][CH2:2][C:3]([CH2:7][F:8])([OH:6])[C:4]#[CH:5].[C:9]1([CH3:19])[CH:14]=[CH:13][C:12]([S:15](Cl)(=[O:17])=[O:16])=[CH:11][CH:10]=1.[H-].[Na+].O>O1CCCC1>[C:9]1([CH3:19])[CH:14]=[CH:13][C:12]([S:15]([O:6][C:3]([CH2:7][F:8])([C:4]#[CH:5])[CH2:2][F:1])(=[O:17])=[O:16])=[CH:11][CH:10]=1 |f:2.3|. Procedure details: An amount (6.6 g) of 1-fluoro-2-fluoromethyl-3-butyn-2-ol and p-toluenesulfonyl chloride (9.5 g) were dissolved in tetrahydrofuran (100 ml); to the solution under cooling with ice, 60% oily sodium hydride (2.4 g) was added under a nitrogen atmosphere. After the end of the addition, the mixture was stirred for 5 hours while its temperature was raised to room temperature. To the reaction mixture, water was added followed by extraction with ether. The extract was washed with water and a saturated a... Starting materials: C1[C@@H]([C@H]([C@@H]([C@H]([C@@H]1N)O[C@@H]2[C@@H]([C@H]([C@@H]([C@H](O2)CO)O)N)O)O)O[C@@H]3[C@@H](C[C@@H]([C@H](O3)CN)O)N)N.OS(=O)(=O)O (tobramycin sulfate). Solvent: O (water). Reaction conditions: time 9 day. Product: C1[C@@H]([C@H]([C@@H]([C@H]([C@@H]1N)O[C@@H]2[C@@H]([C@H]([C@@H]([C@H](O2)CO)O)N)O)O)O[C@@H]3[C@@H](C[C@@H]([C@H](O3)CN)O)N)N (Tobramycin). Reaction SMILES: [CH2:1]1[C@@H:6]([NH2:7])[C@H:5]([O:8][C@H:9]2[O:14][C@H:13]([CH2:15][OH:16])[C@@H:12]([OH:17])[C@H:11]([NH2:18])[C@H:10]2[OH:19])[C@@H:4]([OH:20])[C@H:3]([O:21][C@H:22]2[O:27][C@H:26]([CH2:28][NH2:29])[C@@H:25]([OH:30])[CH2:24][C@H:23]2[NH2:31])[C@H:2]1[NH2:32].OS(O)(=O)=O>O>[CH2:1]1[C@@H:6]([NH2:7])[C@H:5]([O:8][C@H:9]2[O:14][C@H:13]([CH2:15][OH:16])[C@@H:12]([OH:17])[C@H:11]([NH2:18])[C@H:10]2[OH:19])[C@@H:4]([OH:20])[C@H:3]([O:21][C@H:22]2[O:27][C@H:26]([CH2:28][NH2:29])[C@@H:25]([OH:30])[CH2:24][C@H:23]2[NH2:31])[C@H:2]1[NH2:32] |f:0.1|. Procedure: Foam wound materials containing tobramycin sulfate were prepared as shown in Example 1. Once the materials were placed onto grid supports they were maintained at room temperature and covered with a foil wrap. Every 12 hours for nine days, 5 ml of water was applied onto the foam bandage materials and eluent was collected. Two ml samples containing SDMC-entrapped tobramycin were assayed for tobramycin antibiotic activity using standard antimicrobial assays. The results are shown in Table IX. The reactants are O[C@@H]1[C@]2(C)[C@@H](CC1)[C@@H]1CC[C@H]3CC(CC[C@]3(C)[C@H]1CC2)=O (17β-Hydroxy-5α-androstan-3-one), C(C)(=O)[O-].[NH4+] (ammonium acetate), C(#N)[BH3-].[Na+] (sodium cyanoborohydride). Solvent: CO (methanol). Conditions: time 15 hour. The product is N[C@@H]1C[C@@H]2CC[C@H]3[C@@H]4CC[C@@H]([C@@]4(C)CC[C@@H]3[C@]2(CC1)C)O (3β-Amino-17β-hydroxy-5α-androstane). As a reaction SMILES: [OH:1][C@H:2]1[CH2:7][CH2:6][C@H:5]2[C@H:8]3[C@H:18]([CH2:19][CH2:20][C@:3]12[CH3:4])[C@:16]1([CH3:17])[C@H:11]([CH2:12][C:13](=O)[CH2:14][CH2:15]1)[CH2:10][CH2:9]3.C([O-])(=O)C.[NH4+].C([BH3-])#[N:28].[Na+]>CO>[NH2:28][C@H:13]1[CH2:14][CH2:15][C@@:16]2([CH3:17])[C@@H:11]([CH2:10][CH2:9][C@@H:8]3[C@@H:18]2[CH2:19][CH2:20][C@@:3]2([CH3:4])[C@H:5]3[CH2:6][CH2:7][C@@H:2]2[OH:1])[CH2:12]1 |f:1.2,3.4|. Reported procedure: 3β-Amino-17β-hydroxy-5α-androstane was prepared by the procedure of Boutigue et al. (1973, Bull. Soc. Chim. France 750-753). 17β-Hydroxy-5α-androstan-3-one (403 mg, 1.39 mmol) (Aldrich Chemical Company) was added to 862 mg of ammonium acetate (11.2 mmol, 8.06 equiv.) in 16.0 mL dry methanol (MeOH), followed by 104 mg (1.65 mmol, 1.19 equiv.) of sodium cyanoborohydride. After stirring at room temperature for 15 h, the reaction was concentrated under reduced pressure. The residue was partitioned b... The reactants are OC1=C(C(=O)O)C=C(C=C1)C1=CC=C(C=C1)F (2-hydroxy-5-(4'-fluorophenyl)-benzoic acid), C(C)(=O)OC(C)=O (acetic anhydride). Run in N1=CC=CC=C1 (pyridine). Product: C(C)(=O)OC1=C(C(=O)O)C=C(C=C1)C1=CC=C(C=C1)F (2-acetoxy 5-(4'-fluorophenyl)-benzoic acid). As a reaction SMILES: [OH:1][C:2]1[CH:10]=[CH:9][C:8]([C:11]2[CH:16]=[CH:15][C:14]([F:17])=[CH:13][CH:12]=2)=[CH:7][C:3]=1[C:4]([OH:6])=[O:5].[C:18](OC(=O)C)(=[O:20])[CH3:19]>N1C=CC=CC=1>[C:18]([O:1][C:2]1[CH:10]=[CH:9][C:8]([C:11]2[CH:16]=[CH:15][C:14]([F:17])=[CH:13][CH:12]=2)=[CH:7][C:3]=1[C:4]([OH:6])=[O:5])(=[O:20])[CH3:19]. Procedure: A solution of 3.0 grams of 2-hydroxy-5-(4'-fluorophenyl)-benzoic acid in 12 ml. of pyridine and 8 ml. of acetic anhydride is heated on a steam bath for 20 minutes. The mixture is then poured onto ice and the product extracted with methylene chloride. The methylene chloride solution is dried and then evaporated. The residue is recrystallized from benzene to yield 2-acetoxy 5-(4'-fluorophenyl)-benzoic acid (m.p. 134° - 137° C.). Product: C[Si](C)(C)C#CCCCCCl. The reactants are [Li]CCCC, CCOCC, C[Si](C)(C)Cl, C#CCCCCCl. Reaction SMILES: [CH2:8]([Li:9])[CH2:10][CH2:11][CH3:12].[CH3:18][CH2:19][O:20][CH2:21][CH3:22].[Cl:13][Si:14]([CH3:15])([CH3:16])[CH3:17].[Cl:1][CH2:2][CH2:3][CH2:4][CH2:5][C:6]#[CH:7]>>[Cl:1][CH2:2][CH2:3][CH2:4][CH2:5][C:6]#[C:7][Si:14]([CH3:15])([CH3:16])[CH3:17].